From a dataset of the Open Reaction Database (ORD), a public repository of structured organic reaction records. describe an organic reaction: reactants, conditions, products, and yield Starting materials: IC1=CC=C(C=C1)[C@H]1[C@@H](C1)N (trans-2-(4-iodophenyl)cyclopropanamine), C(=O)C1CCN(CC1)CC1=CC=C(C(=O)OC)C=C1 (methyl 4-((4-formylpiperidin-1-yl)methyl)benzoate), C(#N)[BH3-].[Na+] (sodium cyanoborohydride), C(C)(=O)O (acetic acid). Solvent: CO (methanol). Run at time 18 hour. The product is IC1=CC=C(C=C1)[C@H]1[C@@H](C1)NCC1CCN(CC1)CC1=CC=C(C(=O)OC)C=C1 (Methyl 4-((4-(((trans-2-(4-iodophenyl)cyclopropyl)amino)methyl)piperidin-1-yl)methyl)benzoate). Yield: 29.5%. RXN SMILES: [I:1][C:2]1[CH:7]=[CH:6][C:5]([C@@H:8]2[CH2:10][C@H:9]2[NH2:11])=[CH:4][CH:3]=1.[CH:12]([CH:14]1[CH2:19][CH2:18][N:17]([CH2:20][C:21]2[CH:30]=[CH:29][C:24]([C:25]([O:27][CH3:28])=[O:26])=[CH:23][CH:22]=2)[CH2:16][CH2:15]1)=O.C([BH3-])#N.[Na+].C(O)(=O)C>CO>[I:1][C:2]1[CH:3]=[CH:4][C:5]([C@@H:8]2[CH2:10][C@H:9]2[NH:11][CH2:12][CH:14]2[CH2:19][CH2:18][N:17]([CH2:20][C:21]3[CH:22]=[CH:23][C:24]([C:25]([O:27][CH3:28])=[O:26])=[CH:29][CH:30]=3)[CH2:16][CH2:15]2)=[CH:6][CH:7]=1 |f:2.3|. Procedure: To a solution of trans-2-(4-iodophenyl)cyclopropanamine (420 mg, 1.621 mmol) in methanol (7 mL) were added methyl 4-((4-formylpiperidin-1-yl)methyl)benzoate (466 mg, 1.783 mmol), sodium cyanoborohydride (204 mg, 3.24 mmol), and acetic acid (0.028 mL, 0.486 mmol), and the mixture was stirred at room temperature for 18 h. The mixture was then quenched with saturated NaHCO3 aqueous solution (2 ml) and concentrated. The residue was treated with water (4 mL) and extracted with DCM (3×). The extract w... The reactants are Example 1b ( e ), OC[C@@H]1N(CCC[C@@H]1C)CCC#N (3-(cis-2-hydroxymethyl-3-methylpiperidin-1-yl)propionitrile), C(C)N(C(C1=C(C(=CC=C1)C)C)=O)CC (N,N-diethyl-2,3-dimethylbenzamide). Yields the product OC[C@@H]1N(CCC[C@@H]1C)CCC=1NC(C2=CC=CC(=C2C1)C)=O (3-[2-(cis-2-hydroxymethyl-3-methylpiperidin-1-yl)ethyl]-5-methyl-2H-isoquinolin-1-one). Reaction SMILES: [OH:1][CH2:2][C@H:3]1[C@@H:8]([CH3:9])[CH2:7][CH2:6][CH2:5][N:4]1[CH2:10][CH2:11][C:12]#[N:13].C(N(CC)[C:17](=[O:26])[C:18]1[CH:23]=[CH:22][CH:21]=[C:20]([CH3:24])[C:19]=1[CH3:25])C>>[OH:1][CH2:2][C@H:3]1[C@@H:8]([CH3:9])[CH2:7][CH2:6][CH2:5][N:4]1[CH2:10][CH2:11][C:12]1[NH:13][C:17](=[O:26])[C:18]2[C:19]([CH:25]=1)=[C:20]([CH3:24])[CH:21]=[CH:22][CH:23]=2. Procedure details: In the same manner as in Example 10b (a) and using cis-2-hydroxymethyl-3-methylpiperidine described in J. Heterocycl. Chem., vol. 9, pp. 875-878 (1972), 3-(cis-2-hydroxymethyl-3-methylpiperidin-1-yl)propionitrile is obtained. In the same manner as in Example 1b (e) and using 3-(cis-2-hydroxymethyl-3-methylpiperidin-1-yl)propionitrile and N,N-diethyl-2,3-dimethylbenzamide, 3-[2-(cis-2-hydroxymethyl-3-methylpiperidin-1-yl)ethyl]-5-methyl-2H-isoquinolin-1-one is obtained.